Dataset: the Open Reaction Database (ORD), a public repository of structured organic reaction records. Task: describe an organic reaction: reactants, conditions, products, and yield Starting materials: [OH-].[K+] (KOH), BrC1=NN(C2=C1C=NC(=C2)C(=O)OC)C(C2=CC=CC=C2)(C2=CC=CC=C2)C2=CC=CC=C2 (methyl 3-bromo-1-trityl-1H-pyrazolo[4,3-c]pyridine-6-carboxylate), Cl (HCl). Run in CO (MeOH). Run at temperature 50 celsius. Product: BrC1=NN(C2=C1C=NC(=C2)C(=O)O)C(C2=CC=CC=C2)(C2=CC=CC=C2)C2=CC=CC=C2 (3-bromo-1-trityl-1H-pyrazolo[4,3-c]pyridine-6-carboxylic acid). RXN SMILES: [Br:1][C:2]1[C:6]2[CH:7]=[N:8][C:9]([C:11]([O:13]C)=[O:12])=[CH:10][C:5]=2[N:4]([C:15]([C:28]2[CH:33]=[CH:32][CH:31]=[CH:30][CH:29]=2)([C:22]2[CH:27]=[CH:26][CH:25]=[CH:24][CH:23]=2)[C:16]2[CH:21]=[CH:20][CH:19]=[CH:18][CH:17]=2)[N:3]=1.[OH-].[K+].Cl>CO>[Br:1][C:2]1[C:6]2[CH:7]=[N:8][C:9]([C:11]([OH:13])=[O:12])=[CH:10][C:5]=2[N:4]([C:15]([C:22]2[CH:27]=[CH:26][CH:25]=[CH:24][CH:23]=2)([C:16]2[CH:17]=[CH:18][CH:19]=[CH:20][CH:21]=2)[C:28]2[CH:33]=[CH:32][CH:31]=[CH:30][CH:29]=2)[N:3]=1 |f:1.2|. Reported procedure: To a suspension of methyl 3-bromo-1-trityl-1H-pyrazolo[4,3-c]pyridine-6-carboxylate (6.0 g, 12.04 mmol) in MeOH (60 mL) was added KOH (1 N, 42.1 mL, 42.1 mmol). The reaction mixture was heated to 50° C. for 1 h. After cooling down to room temperature, 1 N HCl was added until the pH of the reaction mixture reached 4. The solid was collected by filtration and washed with H2O to afford 3-bromo-1-trityl-1H-pyrazolo[4,3-c]pyridine-6-carboxylic acid. MS ESI calc'd. for C26H19BrN3O2 [M+H]+ 484. found 4... Starting materials: O1CCOCC1 (Dioxane), ClC1=NC(=NC(=C1)CC)C1=CC(=CC=C1)Cl (4-chloro-2-(3-chlorophenyl)-6-ethylpyrimidine), CC1(OB(OC1(C)C)CC1=CC=C(C=C1)CC(=O)OC)C (methyl 2-(4-((4,4,5,5-tetramethyl-1,3,2-dioxaborolan-2-yl)methyl)phenyl)acetate), C(=O)([O-])[O-].[Na+].[Na+] (Na2CO3). The reagents and catalysts are C1=CC=C(C=C1)P([C-]2C=CC=C2)C3=CC=CC=C3.C1=CC=C(C=C1)P([C-]2C=CC=C2)C3=CC=CC=C3.Cl[Pd]Cl.[Fe+2] (Pd(dppf)Cl2). Solvent: O (water). Conditions: temperature 90 celsius, time 2 hour. The product is ClC=1C=C(C=CC1)C1=NC(=CC(=N1)CC1=CC=C(C=C1)CC(=O)OC)CC (methyl 2-(4-((2-(3-chlorophenyl)-6-ethylpyrimidin-4-yl)methyl)phenyl)acetate). Isolated yield 49.6%. Reaction SMILES: Cl[C:2]1[CH:7]=[C:6]([CH2:8][CH3:9])[N:5]=[C:4]([C:10]2[CH:15]=[CH:14][CH:13]=[C:12]([Cl:16])[CH:11]=2)[N:3]=1.CC1(C)C(C)(C)OB([CH2:25][C:26]2[CH:31]=[CH:30][C:29]([CH2:32][C:33]([O:35][CH3:36])=[O:34])=[CH:28][CH:27]=2)O1.C([O-])([O-])=O.[Na+].[Na+].O1CCOCC1>C1C=CC(P(C2C=CC=CC=2)[C-]2C=CC=C2)=CC=1.C1C=CC(P(C2C=CC=CC=2)[C-]2C=CC=C2)=CC=1.Cl[Pd]Cl.[Fe+2].O>[Cl:16][C:12]1[CH:11]=[C:10]([C:4]2[N:3]=[C:2]([CH2:25][C:26]3[CH:27]=[CH:28][C:29]([CH2:32][C:33]([O:35][CH3:36])=[O:34])=[CH:30][CH:31]=3)[CH:7]=[C:6]([CH2:8][CH3:9])[N:5]=2)[CH:15]=[CH:14][CH:13]=1 |f:2.3.4,6.7.8.9|. Procedure: A 50-mL flask, with stirrer bar, was charged with 4-chloro-2-(3-chlorophenyl)-6-ethylpyrimidine (870 mg, 3.44 mol, 1 eq.), methyl 2-(4-((4,4,5,5-tetramethyl-1,3,2-dioxaborolan-2-yl)methyl)phenyl)acetate (1.00 g, 3.44 mmol, 1 eq.), Pd(dppf)Cl2 (280 mg, 0.34 mmol, 0.10 eq.), and powdered Na2CO3 (1.09 g, 10.3 mmol, 3.0 eq.). Dioxane (16 mL) and water (8 mL) were added. The resulting mixture was stirred under Ar at 90° C. for 2 hr. until the starting chloride was consumed. After cooling to room temp... Starting materials: ClC1=C2C=CN(C2=CC=C1F)[C@H]1[C@H](OC(C)=O)[C@@H](OC(C)=O)[C@H](OC(C)=O)[C@H](O1)COC(C)=O (4-Chloro-5-fluoro-1-(2,3,4,6-tetra-O-acetyl-β-D-gluco-pyranosyl)indole), C(C)OC1=CC=C(C(=O)Cl)C=C1 (4-ethoxybenzoyl chloride). Product: ClC1=C2C(=CN(C2=CC=C1F)[C@H]1[C@H](O)[C@@H](O)[C@H](O)[C@H](O1)CO)CC1=CC=C(C=C1)OCC (4-Chloro-3-(4-ethoxyphenylmethyl)-5-fluoro-1-(β-D-gluco-pyranosyl)indole). Reaction SMILES: [Cl:1][C:2]1[C:10]([F:11])=[CH:9][CH:8]=[C:7]2[C:3]=1[CH:4]=[CH:5][N:6]2[C@@H:12]1[O:29][C@H:28]([CH2:30][O:31]C(=O)C)[C@@H:23]([O:24]C(=O)C)[C@H:18]([O:19]C(=O)C)[C@H:13]1[O:14]C(=O)C.[CH2:35]([O:37][C:38]1[CH:46]=[CH:45][C:41]([C:42](Cl)=O)=[CH:40][CH:39]=1)[CH3:36]>>[Cl:1][C:2]1[C:10]([F:11])=[CH:9][CH:8]=[C:7]2[C:3]=1[C:4]([CH2:42][C:41]1[CH:45]=[CH:46][C:38]([O:37][CH2:35][CH3:36])=[CH:39][CH:40]=1)=[CH:5][N:6]2[C@@H:12]1[O:29][C@H:28]([CH2:30][OH:31])[C@@H:23]([OH:24])[C@H:18]([OH:19])[C@H:13]1[OH:14]. Procedure: 4-Chloro-5-fluoro-1-(2,3,4,6-tetra-O-acetyl-β-D-gluco-pyranosyl)indole obtained in Example 34-(3) and 4-ethoxybenzoyl chloride were treated in a manner similar to Example 27 to give the titled compound as a colorless powder. APCI-Mass m/Z 483/485 (M+NH4). 1H-NMR (DMSO-d6) δ 1.30 (t, J=6.9 Hz, 3H), 3.15-3.50 (m, 4H), 3.64 (m, 2H), 3.96 (q, J=6.9 Hz, 2H), 4.18 (s, 2H), 4.54 (t, J=5.4 Hz, 1H), 5.11 (t, J=5.3 Hz, 1H), 5.17 (d, J=5.0 Hz, 1H), 5.23 (d, J=5.8 Hz, 1H), 5.39 (d, J=9.1 Hz, 1H), 6.82 (d, J... Reactants: [O-][n+]1ccccc1SCc1ccccc1, CCO, ClC(Cl)Cl. Yields the product O=S(Cc1ccccc1)c1cccc[n+]1[O-]. Reaction SMILES: [CH2:1]([c:2]1[cH:3][cH:4][cH:5][cH:6][cH:7]1)[S:8][c:9]1[n+:10]([O-:15])[cH:11][cH:12][cH:13][cH:14]1.[CH3:16][CH2:17][OH:18].[CH:19]([Cl:20])([Cl:21])[Cl:22]>>[CH2:1]([c:2]1[cH:3][cH:4][cH:5][cH:6][cH:7]1)[S:8]([c:9]1[n+:10]([O-:15])[cH:11][cH:12][cH:13][cH:14]1)=[O:18]. The reactants are II (iodine), BrC=1C=C2N(C=C3C[C@H]4N(C[C@H](C[C@@H]4C(C1)=C32)NC(N(CC)CC)=O)C)[Si](C)(C)C(C)(C)C (3-(13-bromo-1-tert-butyldimethylsilyl-6-methyl-8α-ergolinyl)-1,1-diethylurea). Yields the product C(C)N(C(=O)N[C@@H]1CN([C@@H]2CC3=CNC4=CC=C(C([C@H]2C1)=C34)I)C)CC (1,1-diethyl-3-(12-iodo-6-methyl-8α-ergolinyl)urea). RXN SMILES: [I:1]I.Br[C:4]1[CH:5]=[C:6]2[C:19]3[C:9]([CH2:10][C@@H:11]4[C@@H:16]([C:17]=3[CH:18]=1)[CH2:15][C@H:14]([NH:20][C:21](=[O:27])[N:22]([CH2:25][CH3:26])[CH2:23][CH3:24])[CH2:13][N:12]4[CH3:28])=[CH:8][N:7]2[Si](C(C)(C)C)(C)C>>[CH2:23]([N:22]([CH2:25][CH3:26])[C:21]([NH:20][C@H:14]1[CH2:15][C@H:16]2[C@@H:11]([CH2:10][C:9]3[C:19]4[C:6](=[CH:5][CH:4]=[C:18]([I:1])[C:17]2=4)[NH:7][CH:8]=3)[N:12]([CH3:28])[CH2:13]1)=[O:27])[CH3:24]. Procedure details: With iodine and 3-(13-bromo-1-tert-butyldimethylsilyl-6-methyl-8α-ergolinyl)-1,1-diethylurea: Run in CC(=O)N(C)C (dimethyl acetamide). Procedure details: 23 g 3-[3-(4-aminophenoxy)-propyl]-6-methyl-7-chloro-1H-pyrazolo[5,1-c]-1,2,4-triazole and 10.8 g acrylic acid are dissolved in dimethyl acetamide heated to 85° C. and are stirred at that temperature for 1 hour. The reaction mixture is then poured onto 300 g of an ice/water mixture, the deposit precipitated is filtered off under suction and recrystallized from ethyl acetate. 3-[3-(4-carboxyethylaminophenoxy)-propyl]-6-methyl-7-chloro-1H-pyrazolo-[5,1-c]-1,2,4-triazole melting at 151° to 153° C. ... The reactants are NC1=CC=C(OCCCC=2N3C(NN2)=C(C(=N3)C)Cl)C=C1 (3-[3-(4-aminophenoxy)-propyl]-6-methyl-7-chloro-1H-pyrazolo[5,1-c]-1,2,4-triazole), C(C=C)(=O)O (acrylic acid), ice water. Run at temperature 85 celsius, time 1 hour. Reaction SMILES: [NH2:1][C:2]1[CH:21]=[CH:20][C:5]([O:6][CH2:7][CH2:8][CH2:9][C:10]2[N:11]3[N:17]=[C:16]([CH3:18])[C:15]([Cl:19])=[C:12]3[NH:13][N:14]=2)=[CH:4][CH:3]=1.[C:22]([OH:26])(=[O:25])[CH:23]=[CH2:24]>CC(N(C)C)=O>[C:22]([CH2:23][CH2:24][NH:1][C:2]1[CH:21]=[CH:20][C:5]([O:6][CH2:7][CH2:8][CH2:9][C:10]2[N:11]3[N:17]=[C:16]([CH3:18])[C:15]([Cl:19])=[C:12]3[NH:13][N:14]=2)=[CH:4][CH:3]=1)([OH:26])=[O:25]. The product is C(=O)(O)CCNC1=CC=C(OCCCC=2N3C(NN2)=C(C(=N3)C)Cl)C=C1 (3-[3-(4-carboxyethylaminophenoxy)-propyl]-6-methyl-7-chloro-1H-pyrazolo-[5,1-c]-1,2,4-triazole). The yield is 61.0%. The reactants are CC1(OCCO1)CCCN1C=NC=C1 (1-[3-(2-methyl-1,3-dioxolan-2-yl)-propyl]-1H-imidazole). Run in Cl (hydrochloric acid). Product: N1(C=NC=C1)CCCC(C)=O (5-(1H-imidazol-1-yl)-2-pentanone). RXN SMILES: [CH3:1][C:2]1([CH2:7][CH2:8][CH2:9][N:10]2[CH:14]=[CH:13][N:12]=[CH:11]2)OCC[O:3]1>Cl>[N:10]1([CH2:9][CH2:8][CH2:7][C:2](=[O:3])[CH3:1])[CH:14]=[CH:13][N:12]=[CH:11]1. Reported procedure: A solution of 48.4 g of 1-[3-(2-methyl-1,3-dioxolan-2-yl)-propyl]-1H-imidazole in 615 ml of 1M hydrochloric acid was stirred overnight. The reaction mixture was concentrated to half volume under reduced pressure and the solution was made basic with sodium hydroxide and extracted with dichloromethane. The combined organic layers were dried over potassium carbonate and the residue obtained after concentration was distilled to yield 30.17 g (77%), bp 110°-121° C./0.1 min. A sample was further purif... Reactants: CC(C)(C)CC(=O)Cl, COc1nc(N2CCc3ccccc3C2)nc(OC)c1N, ClCCl, c1ccncc1. The product is COc1nc(N2CCc3ccccc3C2)nc(OC)c1NC(=O)CC(C)(C)C. RXN SMILES: [C:28]([CH3:29])([CH3:30])([CH3:31])[CH2:32][C:33](=[O:34])[Cl:35].[CH2:1]1[N:2]([c:11]2[n:12][c:13]([O:20][CH3:21])[c:14]([NH2:19])[c:15]([O:17][CH3:18])[n:16]2)[CH2:3][CH2:4][c:5]2[cH:6][cH:7][cH:8][cH:9][c:10]21.[Cl:36][CH2:37][Cl:38].[cH:22]1[cH:23][cH:24][n:25][cH:26][cH:27]1>>[CH2:1]1[N:2]([c:11]2[n:12][c:13]([O:20][CH3:21])[c:14]([NH:19][C:33]([CH2:32][C:28]([CH3:29])([CH3:30])[CH3:31])=[O:34])[c:15]([O:17][CH3:18])[n:16]2)[CH2:3][CH2:4][c:5]2[cH:6][cH:7][cH:8][cH:9][c:10]21.